From a dataset of the Open Reaction Database (ORD), a public repository of structured organic reaction records. describe an organic reaction: reactants, conditions, products, and yield Reactants: C(=O)([O-])[O-].[Na+].[Na+] (Na2CO3), NC=1C(=NC(=C(N1)Cl)C1=NN(C(C=C1)=O)C(C)C)C(=O)N (3-amino-5-chloro-6-(1-isopropyl-6-oxo-1,6-dihydro-3-pyridazinyl)-2-pyrazinecarboxamide), S1C(=CC=C1)B(O)O (2-thienylboronic acid). Reagents/catalysts: C=1C=CC(=CC1)[P](C=2C=CC=CC2)(C=3C=CC=CC3)[Pd]([P](C=4C=CC=CC4)(C=5C=CC=CC5)C=6C=CC=CC6)([P](C=7C=CC=CC7)(C=8C=CC=CC8)C=9C=CC=CC9)[P](C=1C=CC=CC1)(C=1C=CC=CC1)C=1C=CC=CC1 (tetrakis(triphenylphosphine)palladium). The solvent is O (water), O1CCOCC1 (dioxane), O (water). Run at temperature 102.5 celsius, time 4 hour. Product: NC=1C(=NC(=C(N1)C=1SC=CC1)C1=NN(C(C=C1)=O)C(C)C)C(=O)N (3-amino-6-(1-isopropyl-6-oxo-1,6-dihydro-3-pyridazinyl)-5-(2-thienyl)-2-pyrazinecarboxamide). The yield is 73.6%. Reaction SMILES: C([O-])([O-])=O.[Na+].[Na+].[NH2:7][C:8]1[C:9]([C:25]([NH2:27])=[O:26])=[N:10][C:11]([C:15]2[CH:20]=[CH:19][C:18](=[O:21])[N:17]([CH:22]([CH3:24])[CH3:23])[N:16]=2)=[C:12](Cl)[N:13]=1.[S:28]1[CH:32]=[CH:31][CH:30]=[C:29]1B(O)O>O.O1CCOCC1.C1C=CC([P]([Pd]([P](C2C=CC=CC=2)(C2C=CC=CC=2)C2C=CC=CC=2)([P](C2C=CC=CC=2)(C2C=CC=CC=2)C2C=CC=CC=2)[P](C2C=CC=CC=2)(C2C=CC=CC=2)C2C=CC=CC=2)(C2C=CC=CC=2)C2C=CC=CC=2)=CC=1>[NH2:7][C:8]1[C:9]([C:25]([NH2:27])=[O:26])=[N:10][C:11]([C:15]2[CH:20]=[CH:19][C:18](=[O:21])[N:17]([CH:22]([CH3:24])[CH3:23])[N:16]=2)=[C:12]([C:29]2[S:28][CH:32]=[CH:31][CH:30]=2)[N:13]=1 |f:0.1.2,^1:46,48,67,86|. Procedure details: Under nitrogen atmosphere, a solution of Na2CO3 (138 mg) in water (0.8 ml) was added to a suspension of 3-amino-5-chloro-6-(1-isopropyl-6-oxo-1,6-dihydro-3-pyridazinyl)-2-pyrazinecarboxamide (100 mg), 2-thienylboronic acid (104 mg) and tetrakis(triphenylphosphine)palladium (11.3 mg) in dioxane (2 ml) and the mixture was stirred at 100-105° C. for 4 hours. After addition of water (10 ml), a precipitate was collected by filtration and purified by column chromatography on silica gel eluting with a ...